From a dataset of the Open Reaction Database (ORD), a public repository of structured organic reaction records. describe an organic reaction: reactants, conditions, products, and yield The reactants are COC([C@@H](NCC1=CN=C(N1CC1=C(C=CC=C1)Cl)CCCC)CC1=CC=CC=C1)=O (N-[{1-[(2-Chlorophenyl)methyl]-2-n-butyl-1H-imidazol-5-yl}methyl]phenylalanine methyl ester), C=O (formaldehyde), Cl (hydrochloric acid). The solvent is C(=O)O (formic acid). Yields the product COC([C@@H](N(C)CC1=CN=C(N1CC1=C(C=CC=C1)Cl)CCCC)CC1=CC=CC=C1)=O (N-[{1-[(2-chlorophenyl)methyl]-2-n-butyl-1H-imidazol -5-yl}methyl]-N-methylphenylalanine methyl ester). The yield is 70.4%. As a reaction SMILES: [CH3:1][O:2][C:3](=[O:31])[C@H:4]([CH2:24][C:25]1[CH:30]=[CH:29][CH:28]=[CH:27][CH:26]=1)[NH:5][CH2:6][C:7]1[N:11]([CH2:12][C:13]2[CH:18]=[CH:17][CH:16]=[CH:15][C:14]=2[Cl:19])[C:10]([CH2:20][CH2:21][CH2:22][CH3:23])=[N:9][CH:8]=1.[CH2:32]=O.Cl>C(O)=O>[CH3:1][O:2][C:3](=[O:31])[C@H:4]([CH2:24][C:25]1[CH:26]=[CH:27][CH:28]=[CH:29][CH:30]=1)[N:5]([CH2:6][C:7]1[N:11]([CH2:12][C:13]2[CH:18]=[CH:17][CH:16]=[CH:15][C:14]=2[Cl:19])[C:10]([CH2:20][CH2:21][CH2:22][CH3:23])=[N:9][CH:8]=1)[CH3:32]. Reported procedure: N-[{1-[(2-Chlorophenyl)methyl]-2-n-butyl-1H-imidazol-5-yl}methyl]phenylalanine methyl ester (prepared in Example 3(i) method B) (o.52 g, 1.18 mmol), 88% formic acid (0.31 g), and 37% aqueous formaldehyde (o.44 g) were heated over a steam bath for 18 hours. The reaction mixture was poured into 10% hydrochloric acid solution and then extracted with diethyl ether. The aqueous layer was basified to pH 10 with 10% sodium hydroxide solution and then the product was extracted into ethyl acetate. The or... Reactants: CCCn1ncc2c(=O)[nH]c(-c3ccccc3OCC)nc21, CCOCC, O=S(=O)(O)Cl. The product is CCCn1ncc2c(=O)[nH]c(-c3cc(S(=O)(=O)Cl)ccc3OCC)nc21. RXN SMILES: [CH2:1]([CH3:2])[O:3][c:4]1[c:5](-[c:10]2[nH:11][c:12](=[O:22])[c:13]3[c:14]([n:15]2)[n:16]([CH2:19][CH2:20][CH3:21])[n:17][cH:18]3)[cH:6][cH:7][cH:8][cH:9]1.[CH3:28][CH2:29][O:30][CH2:31][CH3:32].[Cl:23][S:24](=[O:25])(=[O:26])[OH:27]>>[CH2:1]([CH3:2])[O:3][c:4]1[c:5](-[c:10]2[nH:11][c:12](=[O:22])[c:13]3[c:14]([n:15]2)[n:16]([CH2:19][CH2:20][CH3:21])[n:17][cH:18]3)[cH:6][c:7]([S:24]([Cl:23])(=[O:25])=[O:26])[cH:8][cH:9]1. Starting materials: ( m ), ( m ), ( m ), ( w ), ( w ), ( m ), ( m ), ( m ), ( s ), ( s ), colorless solid, ( w ), ( w ), ( w ), ( m ), ( s ), ( s ), BrCCS(=O)(=O)[O-].[Na+] (sodium 2-bromoethane sulfonate), ( w ), BrCCCCCCCCCCBr (1,10-Dibromodecane), S(=O)([O-])[O-].[Na+].[Na+] (sodium sulfite), C(C)O (ethanol), ( m ), ( m ), ( s ), ( w ), ( ν ). Solvent: O (water). Yields the product BrCCCCCCCCCCS(=O)(=O)[O-].[Na+] (Sodium 10-bromodecane sulfonate). RXN SMILES: [Br:1][CH2:2][CH2:3][CH2:4][CH2:5][CH2:6][CH2:7][CH2:8][CH2:9][CH2:10][CH2:11]Br.[S:13]([O-:16])([O-:15])=[O:14].[Na+:17].[Na+].C(O)C.BrCCS([O-])(=O)=O.[Na+]>O>[Br:1][CH2:2][CH2:3][CH2:4][CH2:5][CH2:6][CH2:7][CH2:8][CH2:9][CH2:10][CH2:11][S:13]([O-:16])(=[O:15])=[O:14].[Na+:17] |f:1.2.3,5.6,8.9|. Reported procedure: 1,10-Dibromodecane (7.5 g, 25 mmol), sodium sulfite (1.4 g, 11 mmol), ethanol (25 mL) and water (20 mL) were reacted and worked up analogously to sodium 2-bromoethane sulfonate. Yield: 1.8 g (23%) colorless solid, melting point 342° C., IR (ATR): {tilde over (ν)}=3541 (s), 3481 (s), 2916 (s), 2874 (m), 2853 (s), 2095 (w), 1627 (m), 1472 (m), 1307 (w), 1281 (w), 1250 (w), 1230 (m), 1197 (m), 1178 (s), 1055 (m), 1044 (m), 968 (w), 796 (m), 721 (w), 640 (w), 608 cm−1 (m). HRMS (ESI) (C10H21BrNaO3S+... Reactants: O1C(C1)C1=[N+](C=CC=C1)[O-] (2-(oxiran-2-yl)pyridine 1-oxide), C(C1=CC=CC=C1)N[C@H](CO)C ((S)-2-(benzylamino)propan-1-ol), C([O-])([O-])=O.[K+].[K+] (potassium carbonate). Run in C(C)O (ethanol). Run at time 24 hour. Product: C(C1=CC=CC=C1)N(CC(O)C1=[N+](C=CC=C1)[O-])[C@H](CO)C (2-(2-(benzyl((S)-1-hydroxypropan-2-yl)amino)-1-hydroxyethyl)pyridine 1-oxide). The yield is 47.8%. As a reaction SMILES: [O:1]1[CH2:3][CH:2]1[C:4]1[CH:9]=[CH:8][CH:7]=[CH:6][N+:5]=1[O-:10].[CH2:11]([NH:18][C@@H:19]([CH3:22])[CH2:20][OH:21])[C:12]1[CH:17]=[CH:16][CH:15]=[CH:14][CH:13]=1.C(=O)([O-])[O-].[K+].[K+]>C(O)C>[CH2:11]([N:18]([C@@H:19]([CH3:22])[CH2:20][OH:21])[CH2:3][CH:2]([C:4]1[CH:9]=[CH:8][CH:7]=[CH:6][N+:5]=1[O-:10])[OH:1])[C:12]1[CH:17]=[CH:16][CH:15]=[CH:14][CH:13]=1 |f:2.3.4|. Procedure: To a solution of 2-(oxiran-2-yl)pyridine 1-oxide (6.6 g, 48.48 mmol) in ethanol (150 mL) were added (S)-2-(benzylamino)propan-1-ol (16 g, 96.96 mmol) and potassium carbonate (13.3 g, 96.96 mmol), After 24 h, the mixture was concentrated under reduced pressure and the resulting residue was purified via alumina chromatography (1% methanol in dichloromethane) to afford 2-(2-(benzyl((S)-1-hydroxypropan-2-yl)amino)-1-hydroxyethyl)pyridine 1-oxide as a yellow liquid (7 g, 22%). Reactants: C1(CCCCC1)C1C(CCCC1)=O (2-cyclohexyl-cyclohexanone), COC(OC)OC (trimethylorthoformate), C(CO)O (1,2-ethanediol). Yields the product C1(CCCCC1)C1C2(OCCO2)CCCC1 (6-Cyclohexyl-1,4-dioxa-spiro [4.5]decane). As a reaction SMILES: [CH:1]1([CH:7]2[CH2:12][CH2:11][CH2:10][CH2:9][C:8]2=[O:13])[CH2:6][CH2:5][CH2:4][CH2:3][CH2:2]1.COC(OC)OC.[CH2:21](O)[CH2:22][OH:23]>>[CH:1]1([CH:7]2[CH2:12][CH2:11][CH2:10][CH2:9][C:8]32[O:23][CH2:22][CH2:21][O:13]3)[CH2:2][CH2:3][CH2:4][CH2:5][CH2:6]1. Procedure: 1,260 g (7 mols) of 2-cyclohexyl-cyclohexanone are reacted with 816.2 g (7.7 mols) of trimethylorthoformate and 477.4 g (7.7 mols) of anhydrous 1,2-ethanediol in a manner analogous to that in Example 1.